This data is from the Open Reaction Database (ORD), a public repository of structured organic reaction records. The task is: describe an organic reaction: reactants, conditions, products, and yield Reactants: CC(=O)C1=CC(=C(C=C1)OC)OC (3,4-dimethoxyacetophenone), Ba(OH)2solution, 8h, C1(=CC=CC=C1)NC1=C(C=O)C=CC=N1 (2-(phenylamino)nicotinaldehyde), 6h, Cl (HCl). Run in CO (methanol). Conditions: time 5 minute. Product: COC=1C=C(C=CC1OC)C(C=CC=1C(=NC=CC1)NC1=CC=CC=C1)=O (1-(3,4-Dimethoxyphenyl)-3-(2-(phenylamino)pyridin-3-yl)prop-2-en-1-one). Isolated yield 90.2%. RXN SMILES: [CH3:1][C:2]([C:4]1[CH:9]=[CH:8][C:7]([O:10][CH3:11])=[C:6]([O:12][CH3:13])[CH:5]=1)=[O:3].[C:14]1([NH:20][C:21]2[N:28]=[CH:27][CH:26]=[CH:25][C:22]=2[CH:23]=O)[CH:19]=[CH:18][CH:17]=[CH:16][CH:15]=1.Cl>CO>[CH3:13][O:12][C:6]1[CH:5]=[C:4]([C:2](=[O:3])[CH:1]=[CH:23][C:22]2[C:21]([NH:20][C:14]3[CH:19]=[CH:18][CH:17]=[CH:16][CH:15]=3)=[N:28][CH:27]=[CH:26][CH:25]=2)[CH:9]=[CH:8][C:7]=1[O:10][CH3:11]. Procedure: To a solution of 3,4-dimethoxyacetophenone (182 mg, 1.01 mmol) in methanol (5 mL) was added 2N Ba(OH)2solution (2 mL) and stirred for 5 minutes. Then added 2-(phenylamino)nicotinaldehyde (200 mg, 1.01 mmol) and the reaction mixture was stirred at a temperature of 30° C. for 6h and the reaction was monitored by TLC. After 8h the reaction mixture was acidified with 2N HCl. The resulting precipitate was filtered, washed thoroughly with water and dried over anhydrous CaCl2. The precipitate was recry... Reactants: C1CCOC1, CC(C)(C)[O-], CC(C)c1noc(N2CCC(O)CC2)n1, Cc1c(Cl)ncnc1Nc1ccc(S(C)(=O)=O)cc1F, ClCCl, [K+]. Yields the product Cc1c(Nc2ccc(S(C)(=O)=O)cc2F)ncnc1OC1CCN(c2nc(C(C)C)no2)CC1. RXN SMILES: [CH2:42]1[O:43][CH2:44][CH2:45][CH2:46]1.[CH3:36][C:37]([CH3:38])([O-:39])[CH3:40].[CH:21]([CH3:22])([CH3:23])[c:24]1[n:25][o:26][c:27]([N:29]2[CH2:30][CH2:31][CH:32]([OH:35])[CH2:33][CH2:34]2)[n:28]1.[Cl:1][c:2]1[c:3]([CH3:20])[c:4]([NH:8][c:9]2[c:10]([F:19])[cH:11][c:12]([S:15](=[O:16])(=[O:17])[CH3:18])[cH:13][cH:14]2)[n:5][cH:6][n:7]1.[Cl:47][CH2:48][Cl:49].[K+:41]>>[c:2]1([O:35][CH:32]2[CH2:31][CH2:30][N:29]([c:27]3[o:26][n:25][c:24]([CH:21]([CH3:22])[CH3:23])[n:28]3)[CH2:34][CH2:33]2)[c:3]([CH3:20])[c:4]([NH:8][c:9]2[c:10]([F:19])[cH:11][c:12]([S:15](=[O:16])(=[O:17])[CH3:18])[cH:13][cH:14]2)[n:5][cH:6][n:7]1. Reactants: COC(C(C(C1=CC=CC=C1)Cl)=O)=O (3-chloro-3-phenyl-2-oxo-propionic acid methyl ester), NC(=S)N (thiourea). The product is COC(=O)C=1N=C(SC1C1=CC=CC=C1)N (2-Amino-5-phenyl-thiazole-4-carboxylic acid methyl ester). Reaction SMILES: [CH3:1][O:2][C:3](=[O:14])[C:4](=O)[CH:5](Cl)[C:6]1[CH:11]=[CH:10][CH:9]=[CH:8][CH:7]=1.[NH2:15][C:16]([NH2:18])=[S:17]>>[CH3:1][O:2][C:3]([C:4]1[N:15]=[C:16]([NH2:18])[S:17][C:5]=1[C:6]1[CH:11]=[CH:10][CH:9]=[CH:8][CH:7]=1)=[O:14]. Procedure: prepared by reaction of 3-chloro-3-phenyl-2-oxo-propionic acid methyl ester with thiourea. LC-MS: tR=0.77 min; [M+H]+=235.